This data is from the Open Reaction Database (ORD), a public repository of structured organic reaction records. The task is: describe an organic reaction: reactants, conditions, products, and yield The reactants are NC1=CC=C(OC2CCN(CC2)C(=O)OC(C)(C)C)C=C1 (tert-butyl 4-(4-aminophenoxy)piperidine-1-carboxylate), C(C(C)C)N1N=CC(=C1)C1=CC=C(S1)C(=O)O (5-(1-isobutyl-1H-pyrazol-4-yl)thiophene-2-carboxylic acid), C(C1=CC=CC=C1)OC(=O)N1CC(C1)C(=O)O (1-(benzyloxycarbonyl)azetidine-3-carboxylic acid). The product is C(C(C)C)N1N=CC(=C1)C1=CC=C(S1)C(=O)N[C@H]1CN(CC1)C(=O)OC(C)(C)C ((R)-tert-butyl 3-(5-(1-isobutyl-1H-pyrazol-4-yl)thiophene-2-carboxamido)pyrrolidine-1-carboxylate). RXN SMILES: NC1C=CC(O[CH:7]2[CH2:12][CH2:11][N:10]([C:13]([O:15][C:16]([CH3:19])([CH3:18])[CH3:17])=[O:14])[CH2:9]C2)=CC=1.[CH2:22]([N:26]1[CH:30]=[C:29]([C:31]2[S:35][C:34]([C:36]([OH:38])=O)=[CH:33][CH:32]=2)[CH:28]=[N:27]1)[CH:23]([CH3:25])[CH3:24].C(OC([N:49]1CC(C(O)=O)C1)=O)C1C=CC=CC=1>>[CH2:22]([N:26]1[CH:30]=[C:29]([C:31]2[S:35][C:34]([C:36]([NH:49][C@@H:7]3[CH2:12][CH2:11][N:10]([C:13]([O:15][C:16]([CH3:17])([CH3:18])[CH3:19])=[O:14])[CH2:9]3)=[O:38])=[CH:33][CH:32]=2)[CH:28]=[N:27]1)[CH:23]([CH3:25])[CH3:24]. Procedure: The title compound was prepared as described in Example 1A, substituting (R)-tert-butyl 3-aminopyrrolidine-1-carboxylate for tert-butyl 4-(4-aminophenoxy)piperidine-1-carboxylate and 5-(1-isobutyl-1H-pyrazol-4-yl)thiophene-2-carboxylic acid for 1-(benzyloxycarbonyl)azetidine-3-carboxylic acid. Reactants: BrCc1ccccc1, Cc1onc(-c2ccccc2)c1C(=O)O, CCCCCC, Cl, C1CCOC1, O. Yields the product O=C(O)c1c(-c2ccccc2)noc1CCc1ccccc1. RXN SMILES: [Br:16][CH2:17][c:18]1[cH:19][cH:20][cH:21][cH:22][cH:23]1.[CH3:1][c:2]1[c:3]([C:13](=[O:14])[OH:15])[c:4](-[c:7]2[cH:8][cH:9][cH:10][cH:11][cH:12]2)[n:5][o:6]1.[CH3:31][CH2:32][CH2:33][CH2:34][CH2:35][CH3:36].[ClH:25].[O:26]1[CH2:27][CH2:28][CH2:29][CH2:30]1.[OH2:24]>>[CH2:1]([c:2]1[c:3]([C:13](=[O:14])[OH:15])[c:4](-[c:7]2[cH:8][cH:9][cH:10][cH:11][cH:12]2)[n:5][o:6]1)[CH2:17][c:18]1[cH:19][cH:20][cH:21][cH:22][cH:23]1.